Dataset: the Open Reaction Database (ORD), a public repository of structured organic reaction records. Task: describe an organic reaction: reactants, conditions, products, and yield Starting materials: CS(C)=O, COc1cc(N2CCC(O)CC2)ccc1[N+](=O)[O-], O=C(Cl)C(=O)Cl, ClCCl. Yields the product COc1cc(N2CCC(=O)CC2)ccc1[N+](=O)[O-]. As a reaction SMILES: [CH3:28][S:29]([CH3:30])=[O:31].[CH3:7][O:8][c:9]1[cH:10][c:11]([N:18]2[CH2:19][CH2:20][CH:21]([OH:24])[CH2:22][CH2:23]2)[cH:12][cH:13][c:14]1[N+:15](=[O:16])[O-:17].[Cl:1][C:2]([C:3]([Cl:4])=[O:5])=[O:6].[Cl:25][CH2:26][Cl:27]>>[CH3:7][O:8][c:9]1[cH:10][c:11]([N:18]2[CH2:19][CH2:20][C:21](=[O:24])[CH2:22][CH2:23]2)[cH:12][cH:13][c:14]1[N+:15](=[O:16])[O-:17]. Solvent: C1CCOC1.CCO (THF EtOH). As a reaction SMILES: [CH3:1][C:2]1[CH:7]=[CH:6][N:5]2[N:8]=[CH:9][C:10]([C:11]([O:13]CC)=[O:12])=[C:4]2[CH:3]=1.[OH-].[Na+].Cl>C1COCC1.CCO>[CH3:1][C:2]1[CH:7]=[CH:6][N:5]2[N:8]=[CH:9][C:10]([C:11]([OH:13])=[O:12])=[C:4]2[CH:3]=1 |f:1.2,4.5|. The product is CC1=CC=2N(C=C1)N=CC2C(=O)O (5-methylpyrazolo[1,5-a]pyridine-3-carboxylic acid). Procedure: To a solution of ethyl 5-methylpyrazolo[1,5-a]pyridine-3-carboxylate (2.73 g) in THF/EtOH (30/15 mL) was added 1N aqueous sodium hydroxide solution (20 mL), and the mixture was stirred at 80° C. for 4 hr. To the reaction mixture was added 1N hydrochloric acid at 0° C., and the mixture was extracted with THF/EtOAc. The extract was washed with saturated brine, and dried over anhydrous sodium sulfate, and the solvent was evaporated under reduced pressure. The residue was washed with cooled hexane/I... The reactants are CC1=CC=2N(C=C1)N=CC2C(=O)OCC (ethyl 5-methylpyrazolo[1,5-a]pyridine-3-carboxylate), [OH-].[Na+] (sodium hydroxide), Cl (hydrochloric acid). Conditions: temperature 80 celsius, time 4 hour. Yield: 89.6%. The reactants are COc1cc(C=O)cc(OC)c1OC, CO, COC(=O)C=P(c1ccccc1)(c1ccccc1)c1ccccc1. The product is COC(=O)C=Cc1cc(OC)c(OC)c(OC)c1. As a reaction SMILES: [CH3:1][O:2][c:3]1[cH:4][c:5]([CH:6]=[O:7])[cH:8][c:9]([O:13][CH3:14])[c:10]1[O:11][CH3:12].[CH3:39][OH:40].[c:15]1([P:16]([c:17]2[cH:18][cH:19][cH:20][cH:21][cH:22]2)([c:23]2[cH:24][cH:25][cH:26][cH:27][cH:28]2)=[CH:34][C:35](=[O:36])[O:37][CH3:38])[cH:29][cH:30][cH:31][cH:32][cH:33]1>>[CH3:1][O:2][c:3]1[cH:4][c:5]([CH:6]=[CH:34][C:35](=[O:36])[O:37][CH3:38])[cH:8][c:9]([O:13][CH3:14])[c:10]1[O:11][CH3:12]. The reactants are C(C)(C)(C)OC(N([C@H](CC1=CC2=CC=CC=C2C=C1)C(N([C@H](CC=1SC=CC1)C(NC)=O)C)=O)C)=O (N-Methyl-N-((1R)-1-(N-methyl-N-((1R)-1-(methylcarbamoyl)-2-(thiophen-2-yl)ethyl)carbamoyl)-2-(2-naphthyl)ethyl) carbamic acid tert butylester), O (Water), C(O)([O-])=O.[Na+] (sodium hydrogencarbonate), FC(C(=O)O)(F)F (triflouroacetic acid). Solvent: C(Cl)Cl (methylene chloride). Run at time 1 hour. Yields the product CN(C([C@@H](CC1=CC2=CC=CC=C2C=C1)NC)=O)[C@H](CC=1SC=CC1)C(NC)=O ((2R)-N-methyl-2-methylamino-N-((1R)-1-(methylcarbamoyl)-2-(thiophen-2-yl)ethyl)-3-(2-naphthyl)propionamide). Isolated yield 95.5%. RXN SMILES: C(O[C:6](=O)[N:7](C)[C@@H:8]([C:20](=[O:34])[N:21]([CH3:33])[C@@H:22]([C:29](=[O:32])[NH:30][CH3:31])[CH2:23][C:24]1[S:25][CH:26]=[CH:27][CH:28]=1)[CH2:9][C:10]1[CH:19]=[CH:18][C:17]2[C:12](=[CH:13][CH:14]=[CH:15][CH:16]=2)[CH:11]=1)(C)(C)C.FC(F)(F)C(O)=O.O.C(=O)([O-])O.[Na+]>C(Cl)Cl>[CH3:33][N:21]([C@@H:22]([C:29](=[O:32])[NH:30][CH3:31])[CH2:23][C:24]1[S:25][CH:26]=[CH:27][CH:28]=1)[C:20](=[O:34])[C@H:8]([NH:7][CH3:6])[CH2:9][C:10]1[CH:19]=[CH:18][C:17]2[C:12](=[CH:13][CH:14]=[CH:15][CH:16]=2)[CH:11]=1 |f:3.4|. Procedure: N-Methyl-N-((1R)-1-(N-methyl-N-((1R)-1-(methylcarbamoyl)-2-(thiophen-2-yl)ethyl)carbamoyl)-2-(2-naphthyl)ethyl) carbamic acid tert butylester (1.38 g ; 2.71 mmol) was dissolved in methylene chloride (6 ml) and triflouroacetic acid (4 ml) was added. The reaction mixture was stirred for 1 hour at room temperature. Water (30 ml) and solid sodium hydrogencarbonate were added to pH 8. The phases were separated and the aqueous phase was extracted with methylene chloride (4×20 ml). The organic phase wa... The reactants are [BH4-], COC(=O)c1cc(C(C)=O)c(OC)cc1OC, CO, Cl, [Na+]. Yields the product COC(=O)c1cc(C(C)O)c(OC)cc1OC. Reaction SMILES: [BH4-:18].[C:1]([CH3:2])(=[O:3])[c:4]1[c:5]([O:16][CH3:17])[cH:6][c:7]([O:14][CH3:15])[c:8]([C:9](=[O:10])[O:11][CH3:12])[cH:13]1.[CH3:21][OH:22].[ClH:20].[Na+:19]>>[CH:1]([CH3:2])([OH:3])[c:4]1[c:5]([O:16][CH3:17])[cH:6][c:7]([O:14][CH3:15])[c:8]([C:9](=[O:10])[O:11][CH3:12])[cH:13]1. The reactants are COC(=O)CCNC(=O)c1ccc2c(c1)nc(-c1ccc(C(=N)N)cc1)n2C, CCN(C(C)C)C(C)C, ClCCl, COC(=O)Cl, Cl. The product is COC(=O)CCNC(=O)c1ccc2c(c1)nc(-c1ccc(C(=N)NC(=O)OC)cc1)n2C. As a reaction SMILES: [C:2]([NH2:3])(=[NH:4])[c:5]1[cH:6][cH:7][c:8](-[c:11]2[n:12][c:13]3[c:14]([n:15]2[CH3:16])[cH:17][cH:18][c:19]([C:21](=[O:22])[NH:23][CH2:24][CH2:25][C:26](=[O:27])[O:28][CH3:29])[cH:20]3)[cH:9][cH:10]1.[CH2:30]([N:31]([CH:32]([CH3:33])[CH3:34])[CH:35]([CH3:36])[CH3:37])[CH3:38].[CH2:44]([Cl:45])[Cl:46].[Cl:39][C:40](=[O:41])[O:42][CH3:43].[ClH:1]>>[C:2](=[NH:3])([NH:4][C:40](=[O:41])[O:42][CH3:43])[c:5]1[cH:6][cH:7][c:8](-[c:11]2[n:12][c:13]3[c:14]([n:15]2[CH3:16])[cH:17][cH:18][c:19]([C:21](=[O:22])[NH:23][CH2:24][CH2:25][C:26](=[O:27])[O:28][CH3:29])[cH:20]3)[cH:9][cH:10]1. Reactants: C(#N)C=1C(=CC(=NC1)NC(=O)N1CCCC=2C=C(C(=NC12)C(OC)OC)CN1C(CN(CC1)C(=O)OCC[Si](C)(C)C)=O)NCCOC (2-(trimethylsilyl)ethyl 4-((8-((5-cyano-4-((2-methoxyethyl)amino)pyridin-2-yl)carbamoyl)-2-(dimethoxymethyl)-5,6,7,8-tetrahydro-1,8-naphthyridin-3-yl)methyl)-3-oxopiperazine-1-carboxylate), C(#N)C=1C(=CC(=NC1)NC(=O)N1CCCC=2C=C(C(=NC12)C(OC)OC)CN1C(CN(CC1)C(=O)OCC[Si](C)(C)C)=O)NCCOC (2-(trimethylsilyl)ethyl 4-((8-((5-cyano-4-((2-methoxyethyl)amino)pyridin-2-yl)carbamoyl)-2-(dimethoxymethyl)-5,6,7,8-tetrahydro-1,8-naphthyridin-3-yl)methyl)-3-oxopiperazine-1-carboxylate), O.O.[F-].C(C)[N+](CC)(CC)CC (tetraethylammonium fluoride dihydrate). Solvent: C(=O)(C)C#N (AcCN). Conditions: temperature 70 celsius. Product: C(#N)C=1C(=CC(=NC1)NC(=O)N1CCCC2=CC(=C(N=C12)C(OC)OC)CN1C(CNCC1)=O)NCCOC (N-(5-cyano-4-((2-methoxyethyl)amino)pyridin-2-yl)-7-(dimethoxymethyl)-6-((2-oxopiperazin-1-yl)methyl)-3,4-dihydro-1,8-naphthyridine-1(2H)-carboxamide). As a reaction SMILES: [C:1]([C:3]1[C:4]([NH:44][CH2:45][CH2:46][O:47][CH3:48])=[CH:5][C:6]([NH:9][C:10]([N:12]2[C:21]3[N:20]=[C:19]([CH:22]([O:25][CH3:26])[O:23][CH3:24])[C:18]([CH2:27][N:28]4[CH2:33][CH2:32][N:31](C(OCC[Si](C)(C)C)=O)[CH2:30][C:29]4=[O:43])=[CH:17][C:16]=3[CH2:15][CH2:14][CH2:13]2)=[O:11])=[N:7][CH:8]=1)#[N:2].O.O.[F-].C([N+](CC)(CC)CC)C>C(C#N)(C)=O>[C:1]([C:3]1[C:4]([NH:44][CH2:45][CH2:46][O:47][CH3:48])=[CH:5][C:6]([NH:9][C:10]([N:12]2[C:21]3[C:16](=[CH:17][C:18]([CH2:27][N:28]4[CH2:33][CH2:32][NH:31][CH2:30][C:29]4=[O:43])=[C:19]([CH:22]([O:25][CH3:26])[O:23][CH3:24])[N:20]=3)[CH2:15][CH2:14][CH2:13]2)=[O:11])=[N:7][CH:8]=1)#[N:2] |f:1.2.3.4|. Reported procedure: A mixture of 2-(trimethylsilyl)ethyl 4-((8-((5-cyano-4-((2-methoxyethyl)amino)pyridin-2-yl)carbamoyl)-2-(dimethoxymethyl)-5,6,7,8-tetrahydro-1,8-naphthyridin-3-yl)methyl)-3-oxopiperazine-1-carboxylate (intermediate 122, 4.20 g, 5.29 mmol) and tetraethylammonium fluoride dihydrate (2.53 g, 13.22 mmol) in AcCN (50 ml) was heated for 30 minutes at 70° C. The reaction mixture was partitioned between saturated aqueous NaHCO3 solution and DCM, the DCM phase washed with brine, dried over MgSO4 and evap...